This data is from the Open Reaction Database (ORD), a public repository of structured organic reaction records. The task is: describe an organic reaction: reactants, conditions, products, and yield The reactants are C(C1=CC=CC=C1)N1CC2CCC(C(C2C1)(O)C1=C(C=CC=C1)OC)C ((3aRS,4RS,5RS,7aSR)-2-benzyl-4-(2-methoxyphenyl)-5-methyl-4-perhydroisoindolol). Reagents/catalysts: [OH-].[OH-].[Pd+2] (palladium hydroxide on charcoal). Solvent: C(C)O (ethanol). Reaction conditions: temperature 60 celsius. The product is COC1=C(C=CC=C1)C1(C2CNCC2CCC1C)O (4-(2-methoxyphenyl)-5-methyl-4-perhydroisoindolol). As a reaction SMILES: C([N:8]1[CH2:16][CH:15]2[CH:10]([CH2:11][CH2:12][CH:13]([CH3:26])[C:14]2([C:18]2[CH:23]=[CH:22][CH:21]=[CH:20][C:19]=2[O:24][CH3:25])[OH:17])[CH2:9]1)C1C=CC=CC=1>C(O)C.[OH-].[OH-].[Pd+2]>[CH3:25][O:24][C:19]1[CH:20]=[CH:21][CH:22]=[CH:23][C:18]=1[C:14]1([OH:17])[CH:13]([CH3:26])[CH2:12][CH2:11][CH:10]2[CH:15]1[CH2:16][NH:8][CH2:9]2 |f:2.3.4|. Procedure details: To a solution of I g of (3aRS,4RS,5RS,7aSR)-2-benzyl-4-(2-methoxyphenyl)-5-methyl-4-perhydroisoindolol in 15 cm3 of anhydrous ethanol are added 2 g of 20% palladium hydroxide on charcoal and the reaction mixture is then hydrogenated, with stirring, at a temperature of 60° C. and at atmospheric pressure. After reaction for 1 hour, the reaction mixture is filtered and then concentrated to dryness under reduced pressure (2.7 kPa). 0.74 g of (3aRS,4RS, 5RS, 7aSR)-4-(2-methoxyphenyl)-5-methyl-4-perhy... Conditions: time 8 hour. Run in C(C)O (ethanol), C(C)O (ethanol). Procedure details: A solution of 323.0 g of acrolein dimer in 230 ml of anhydrous ethanol was added dropwise to a solution of 251 ml of t-butylamine in 250 ml of anhydrous ethanol at 25° C. over 2 hours. The reaction mixture was stirred at room temperature overnight. The solvents were stripped off on a rotary evaporator to leave 295.5 g of a yellow oil. This oil was vacuum distilled at 8 mm Hg to give 223 g of a colorless oil at 63°-67° C. and four fractions of colorless oil were collected as follows: 2.82 g at 45... The reactants are C1CC(OC=C1)C=O (acrolein dimer), C(C)(C)(C)N (t-butylamine). As a reaction SMILES: [CH2:1]1[CH:6]=[CH:5][O:4][CH:3]([CH:7]=O)[CH2:2]1.[C:9]([NH2:13])([CH3:12])([CH3:11])[CH3:10]>C(O)C>[CH3:10][C:9]([N:13]=[CH:7][CH:3]1[CH2:2][CH2:1][CH:6]=[CH:5][O:4]1)([CH3:12])[CH3:11]. The product is CC(C)(C)N=CC1OC=CCC1 (3,4-Dihydro-N-(1,1-dimethylethyl)-2H-pyran-2-methanimine). Starting materials: COC=1C=C(C=C(C1)OC)C(=CC#N)C1=CC(=CC=C1)OC (3-(3,5-dimethoxy-phenyl)-3-(3-methoxy-phenyl)-acrylonitrile), C1(CCCC1)OC=1C=C(C=CC1OC)C(=O)C1=CC=CC=C1 ((3-Cyclopentyloxy-4-methoxy-phenyl)-phenyl-methanone), C(C)OP(OCC)(=O)CC#N (cyanomethylphosphonic acid diethyl ester), C[Si](C)(C)[N-][Si](C)(C)C.[Li+] (lithium bis(trimethylsilyl)amide). Run in C1CCOC1 (THF). Yields the product C1(CCCC1)OC=1C=C(C=CC1OC)C(=CC#N)C1=CC=CC=C1 (3-(3-cyclopentyloxy-4-methoxy-phenyl)-3-phenyl-acrylonitrile). The yield is 75.5%. As a reaction SMILES: [CH:1]1([O:6][C:7]2[CH:8]=[C:9]([C:15]([C:17]3[CH:22]=[CH:21][CH:20]=[CH:19][CH:18]=3)=O)[CH:10]=[CH:11][C:12]=2[O:13][CH3:14])[CH2:5][CH2:4][CH2:3][CH2:2]1.C(OP([CH2:31][C:32]#[N:33])(=O)OCC)C.C[Si]([N-][Si](C)(C)C)(C)C.[Li+].COC1C=C(C(C2C=CC=C(OC)C=2)=CC#N)C=C(OC)C=1>C1COCC1>[CH:1]1([O:6][C:7]2[CH:8]=[C:9]([C:15]([C:17]3[CH:22]=[CH:21][CH:20]=[CH:19][CH:18]=3)=[CH:31][C:32]#[N:33])[CH:10]=[CH:11][C:12]=2[O:13][CH3:14])[CH2:5][CH2:4][CH2:3][CH2:2]1 |f:2.3|. Procedure: (3-Cyclopentyloxy-4-methoxy-phenyl)-phenyl-methanone (0.5 g, 1.7 mmol), cyanomethylphosphonic acid diethyl ester (0.3 ml, 1.9 mmol) in anhydrous THF (10 ml), and lithium bis(trimethylsilyl)amide (1.3 M solution in THF, 1.4 ml, 1.9 mmol) were treated in the same manner as described above for the synthesis of 3-(3,5-dimethoxy-phenyl)-3-(3-methoxy-phenyl)-acrylonitrile. The crude was purified by flash column chromatography to give 3-(3-cyclopentyloxy-4-methoxy-phenyl)-3-phenyl-acrylonitrile as a so... The reactants are CO, COC(=O)c1cc(O)ccc1OC, Cl, [Na+], [OH-]. Product: COc1ccc(O)cc1C(=O)O. As a reaction SMILES: [CH3:17][OH:18].[CH3:1][O:2][c:3]1[c:4]([C:5](=[O:6])[O:7][CH3:8])[cH:9][c:10]([OH:13])[cH:11][cH:12]1.[ClH:16].[Na+:15].[OH-:14]>>[CH3:1][O:2][c:3]1[c:4]([C:5](=[O:6])[OH:7])[cH:9][c:10]([OH:13])[cH:11][cH:12]1. Reactants: compound, IC1=C(SC2=CC=CC=C2C1=O)C (3-iodo-2-methyl-4H-thiochromen-4-one), C1(=CC=CC=C1)B(O)O (phenylboronic acid), C([O-])([O-])=O.[K+].[K+] (potassium carbonate). The reagents and catalysts are Cl[Pd]([P](C1=CC=CC=C1)(C2=CC=CC=C2)C3=CC=CC=C3)([P](C4=CC=CC=C4)(C5=CC=CC=C5)C6=CC=CC=C6)Cl (dichlorobis(triphenylphosphine)palladium). The solvent is O (water), CN(C=O)C (dimethylformamide), O (water). Yields the product CC=1SC2=CC=CC=C2C(C1C1=CC=CC=C1)=O (2-Methyl-3-phenyl-4H-thiochromen-4-one). Yield: 93.0%. RXN SMILES: I[C:2]1[C:11](=[O:12])[C:10]2[C:5](=[CH:6][CH:7]=[CH:8][CH:9]=2)[S:4][C:3]=1[CH3:13].[C:14]1(B(O)O)[CH:19]=[CH:18][CH:17]=[CH:16][CH:15]=1.C(=O)([O-])[O-].[K+].[K+]>CN(C)C=O.O.Cl[Pd](Cl)([P](C1C=CC=CC=1)(C1C=CC=CC=1)C1C=CC=CC=1)[P](C1C=CC=CC=1)(C1C=CC=CC=1)C1C=CC=CC=1>[CH3:13][C:3]1[S:4][C:5]2[C:10]([C:11](=[O:12])[C:2]=1[C:14]1[CH:19]=[CH:18][CH:17]=[CH:16][CH:15]=1)=[CH:9][CH:8]=[CH:7][CH:6]=2 |f:2.3.4,^1:37,56|. Procedure: The compound (1.0 mmol, 302 mg) obtained in (1) above, dichlorobis(triphenylphosphine)palladium (0.03 mmol, 21 mg), phenylboronic acid (1.3 mmol, 159 mg) and potassium carbonate (4.0 mmol, 552 mg) were dissolved in degassed dimethylformamide (3.2 mL) and water (0.8 mL), and the solution was stirred under a nitrogen atmosphere at 80° C. for 4 hours. After the disappearance of the starting materials was confirmed by thin-layer chromatography, water was poured into the reaction solution to terminat... Starting materials: BrC=1C(N(C(N(N1)C)=O)C)=O (6-bromo-2,4-dimethyl-2H-[1,2,4]triazine-3,5-dione), FC1=CC(=C(CC2CCNCC2)C=C1)C(F)(F)F (4-(4-fluoro-2-trifluoromethyl-benzyl)-piperidine). The product is FC1=CC(=C(CC2CCN(CC2)C=2C(N(C(N(N2)C)=O)C)=O)C=C1)C(F)(F)F (6-[4-(4-fluoro-2-trifluoromethyl-benzyl)-piperidin-1-yl]-2,4-dimethyl-2H-[1,2,4]triazine-3,5-dione), C(CCC)O (n-butanol). The yield is 43.0%. Reaction SMILES: Br[C:2]1[C:3](=[O:11])[N:4]([CH3:10])[C:5](=[O:9])[N:6]([CH3:8])[N:7]=1.[F:12][C:13]1[CH:25]=[CH:24][C:16]([CH2:17][CH:18]2[CH2:23][CH2:22][NH:21][CH2:20][CH2:19]2)=[C:15]([C:26]([F:29])([F:28])[F:27])[CH:14]=1>>[F:12][C:13]1[CH:25]=[CH:24][C:16]([CH2:17][CH:18]2[CH2:19][CH2:20][N:21]([C:2]3[C:3](=[O:11])[N:4]([CH3:10])[C:5](=[O:9])[N:6]([CH3:8])[N:7]=3)[CH2:22][CH2:23]2)=[C:15]([C:26]([F:29])([F:27])[F:28])[CH:14]=1.[CH2:3]([OH:11])[CH2:2][CH2:13][CH3:14]. Procedure details: The compound 77 (oil) is prepared from the triazine 1b and from the intermediate 9b according to the synthesis method 1 in n-butanol (yield: 43%). The reactants are C(C)(=O)OC1=CC(=CC=2CC[C@H]3[C@@H]4CC[C@@H]([C@@]4(C)CC[C@@H]3C12)O)OC (1-acetoxy-3-methoxyestra-1,3,5(10)-triene-17β-ol), C(C)(=O)OC(C)=O (acetic anhydride), O (H2O). Solvent: N1=CC=CC=C1 (pyridine). The product is C(C)(=O)OC1=CC(=CC=2CC[C@H]3[C@@H]4CC[C@@H]([C@@]4(C)CC[C@@H]3C12)OC(C)=O)OC (1,17β-diacetoxy-3-methoxyestra-1,3,5(10)-triene). RXN SMILES: [C:1]([O:4][C:5]1[C:22]2[C@@H:21]3[C@H:12]([C@H:13]4[C@@:17]([CH2:19][CH2:20]3)([CH3:18])[C@@H:16]([OH:23])[CH2:15][CH2:14]4)[CH2:11][CH2:10][C:9]=2[CH:8]=[C:7]([O:24][CH3:25])[CH:6]=1)(=[O:3])[CH3:2].O.[C:27](OC(=O)C)(=[O:29])[CH3:28]>N1C=CC=CC=1>[C:1]([O:4][C:5]1[C:22]2[C@@H:21]3[C@H:12]([C@H:13]4[C@@:17]([CH2:19][CH2:20]3)([CH3:18])[C@@H:16]([O:23][C:27](=[O:29])[CH3:28])[CH2:15][CH2:14]4)[CH2:11][CH2:10][C:9]=2[CH:8]=[C:7]([O:24][CH3:25])[CH:6]=1)(=[O:3])[CH3:2]. Procedure: A solution of 1-acetoxy-3-methoxyestra-1,3,5(10)-triene-17β-ol (0.95 g, 2.8 mM) in 20 ml of acetic anhydride and 5 ml of pyridine is heated on a steam bath for 1 hr. The resulting yellow solution is cooled and poured into 300 ml of cold H2O. The suspension is filtered, and the resulting white solid is recrystallized from methanol-H2O to give 1,17β-diacetoxy-3-methoxyestra-1,3,5(10)-triene as a white solid, yield 0.75 g (70%); m.p. 120°-121°. The product is COc1cccc2cnc(Cl)nc12. RXN SMILES: [CH3:1][O:2][c:3]1[cH:4][cH:5][cH:6][c:7]2[cH:8][n:9][c:10]([OH:13])[n:11][c:12]12.[P:14]([Cl:15])([Cl:16])([Cl:17])=[O:18]>>[CH3:1][O:2][c:3]1[cH:4][cH:5][cH:6][c:7]2[cH:8][n:9][c:10]([Cl:16])[n:11][c:12]12. Reactants: COc1cccc2cnc(O)nc12, O=P(Cl)(Cl)Cl. Starting materials: CC(c1nc2c(cnn2C2CCC2)c(=O)[nH]1)N1CC(O)C1, O=C(O)C(F)(F)F, CC(C)(C)OC(=O)N1CC(O)C1, CC(C)(C)OC(=O)N1CC(Oc2ccccn2)C1. Product: c1ccc(OC2CNC2)nc1. As a reaction SMILES: [CH:38]1([n:39]2[c:40]3[n:41][c:42]([CH:43]([N:44]4[CH2:45][CH:46]([OH:47])[CH2:48]4)[CH3:49])[nH:50][c:51](=[O:52])[c:53]3[cH:54][n:55]2)[CH2:56][CH2:57][CH2:58]1.[OH:19][C:20]([C:21]([F:22])([F:23])[F:24])=[O:25].[OH:26][CH:27]1[CH2:28][N:29]([C:30]([O:31][C:32]([CH3:33])([CH3:34])[CH3:35])=[O:36])[CH2:37]1.[n:1]1[c:2]([O:7][CH:8]2[CH2:9][N:10]([C:12]([O:13][C:14]([CH3:15])([CH3:16])[CH3:17])=[O:18])[CH2:11]2)[cH:3][cH:4][cH:5][cH:6]1>>[n:1]1[c:2]([O:7][CH:8]2[CH2:9][NH:10][CH2:11]2)[cH:3][cH:4][cH:5][cH:6]1. The product is BrC1=CC(=C(C2=CC=CC=C12)OC)CC=1SC(=CC1)Cl (4-Bromo-2-(5-chloro-2-thienylmethyl)-1-methoxynaphthalene). Procedure: 2,4-Dibromo-1-methoxynaphthalene (see Org. Lett. (2003) 5, 831) and 5-chloro-2-thiophenecarboxaldehyde were treated in a manner similar to Reference Example 1 to give 4-Bromo-2-(5-chloro-2-thienylmethyl)-1-methoxynaphthalene. Reaction SMILES: Br[C:2]1[CH:11]=[C:10]([Br:12])[C:9]2[C:4](=[CH:5][CH:6]=[CH:7][CH:8]=2)[C:3]=1[O:13][CH3:14].[Cl:15][C:16]1[S:20][C:19]([CH:21]=O)=[CH:18][CH:17]=1>>[Br:12][C:10]1[C:9]2[C:4](=[CH:5][CH:6]=[CH:7][CH:8]=2)[C:3]([O:13][CH3:14])=[C:2]([CH2:21][C:19]2[S:20][C:16]([Cl:15])=[CH:17][CH:18]=2)[CH:11]=1. Starting materials: BrC1=C(C2=CC=CC=C2C(=C1)Br)OC (2,4-Dibromo-1-methoxynaphthalene), ClC1=CC=C(S1)C=O (5-chloro-2-thiophenecarboxaldehyde).